From a dataset of the Open Reaction Database (ORD), a public repository of structured organic reaction records. describe an organic reaction: reactants, conditions, products, and yield The reactants are BrC1=C(C=C2C=NN(C2=C1)CC(C)(O)C)OC1=C(C=C(C=C1)F)F (1-(6-Bromo-5-(2,4-difluorophenoxy)-1H-indazol-1-yl)-2-methylpropan-2-ol), NC(CS(F)(F)F)N ((Diaminoethyl)sulfur trifluoride), C(C)OCC (diethyl ether), [OH-].[K+] (KOH). Solvent: C(Cl)Cl (DCM). Conditions: time 1 hour. Yields the product BrC1=C(C=C2C=NN(C2=C1)CC(C)(C)F)OC1=C(C=C(C=C1)F)F (6-Bromo-5-(2,4-difluorophenoxy)-1-(2-fluoro-2-methylpropyl)-1H-indazole). The yield is 67.4%. RXN SMILES: [Br:1][C:2]1[CH:10]=[C:9]2[C:5]([CH:6]=[N:7][N:8]2[CH2:11][C:12]([CH3:15])(O)[CH3:13])=[CH:4][C:3]=1[O:16][C:17]1[CH:22]=[CH:21][C:20]([F:23])=[CH:19][C:18]=1[F:24].NC(N)CS(F)(F)[F:29].[OH-].[K+].C(OCC)C>C(Cl)Cl>[Br:1][C:2]1[CH:10]=[C:9]2[C:5]([CH:6]=[N:7][N:8]2[CH2:11][C:12]([F:29])([CH3:15])[CH3:13])=[CH:4][C:3]=1[O:16][C:17]1[CH:22]=[CH:21][C:20]([F:23])=[CH:19][C:18]=1[F:24] |f:2.3|. Procedure details: A solution of 1-(6-Bromo-5-(2,4-difluorophenoxy)-1H-indazol-1-yl)-2-methylpropan-2-ol (19.8 g, 49.8 mmol) in DCM (150 mL) was cooled with a dry-ice acetone bath to −73° C. (Diaminoethyl)sulfur trifluoride (6.9 mL, 52.3 mmol) was added dropwise over 2 min; the temperature rose to −62° C. The resulting solution was stirred in the bath for a further 1 hr, then at ambient temperature for 1 hour. The reaction mixture was poured into a separatory funnel containing cold 10% KOH (250 mL), and then dieth... Reactants: ClC1=NC=NC(=N1)C=1C(=NC=CC1)Cl (2-chloro-4-(2-chloro-pyridin-3-yl)-[1,3,5]triazine), CN (methylamine), solution. The solvent is C(Cl)Cl (methylene chloride), C1CCOC1 (THF), CC(=O)C (acetone). Run at time 18 hour. Product: ClC1=NC=CC=C1C1=NC(=NC=N1)CN ([4-(2-Chloro-pyridin-3-yl)-[1,3,5]triazin-2-yl]methyl-amine). Reaction SMILES: Cl[C:2]1[N:7]=[C:6]([C:8]2[C:9]([Cl:14])=[N:10][CH:11]=[CH:12][CH:13]=2)[N:5]=[CH:4][N:3]=1.[CH3:15][NH2:16]>C(Cl)Cl.C1COCC1.CC(C)=O>[Cl:14][C:9]1[C:8]([C:6]2[N:5]=[CH:4][N:3]=[C:2]([CH2:15][NH2:16])[N:7]=2)=[CH:13][CH:12]=[CH:11][N:10]=1. Procedure details: To 2-chloro-4-(2-chloro-pyridin-3-yl)-[1,3,5]triazine (10.0 g, 44.0 mmol) in 55 ml of methylene chloride was added methylamine (45 ml, 88.0 mmol) as a 2.0 M solution in THF at 0° C. After stirring at room temperature for 18 h, the mixture was diluted with acetone and filtered through a plug of silica gel and concentrated to yield the desired product. MS m/z=222 [M+H]+. Calc'd for C9H8ClN5: 221.65. Starting materials: P(Br)(Br)Br (Phosphorus tribromide), ClC=1C=C(CCO)C=CC1Cl (3,4-dichlorophenethyl alcohol), C([O-])([O-])=O.[Na+].[Na+] (sodium carbonate). Run in C(Cl)(Cl)(Cl)Cl (carbon tetrachloride). Conditions: time 10 minute. Yields the product ClC=1C=C(CCBr)C=CC1Cl (3,4-dichlorophenethyl bromide). Reaction SMILES: P(Br)(Br)[Br:2].[Cl:5][C:6]1[CH:7]=[C:8]([CH:12]=[CH:13][C:14]=1[Cl:15])[CH2:9][CH2:10]O.C(=O)([O-])[O-].[Na+].[Na+]>C(Cl)(Cl)(Cl)Cl>[Cl:5][C:6]1[CH:7]=[C:8]([CH:12]=[CH:13][C:14]=1[Cl:15])[CH2:9][CH2:10][Br:2] |f:2.3.4|. Procedure details: Phosphorus tribromide (2.17 g) was added, dropwise, to a solution of 3,4-dichlorophenethyl alcohol (4.26 g) in carbon tetrachloride (30 ml). The mixture was stirred at room temperature for 10 minutes then heated under reflux for 2 hours. 5% Aqueous sodium carbonate (10 ml) was added dropwise and the mixture was extracted with dichloromethane (3×70 ml). The combined dichloromethane extracts were dried (MgSO4) and concentrated in vacuo to give a yellow oil which was purified by column chromatograp...